From a dataset of the Open Reaction Database (ORD), a public repository of structured organic reaction records. describe an organic reaction: reactants, conditions, products, and yield Reactants: C(C)(=O)N(C(=O)C=1SC2=C(N1)C=CC(=C2)O)CCOC(C2=CC(=CC=C2)O)=C2C1CC3CC(CC2C3)C1 ({[2-(N-acetyl-N-(6-hydroxybenzothiazole-2-carbonyl)amino)ethoxy][3-hydroxyphenyl]methylene}adamantane), OC1=CC2=C(N=C(S2)C(=O)NCCOC(C2=CC(=CC=C2)O)=C2C3CC4CC(CC2C4)C3)C=C1 ({[2-(N-(6-hydroxybenzothiazole-2-carbonyl)amino)ethoxy][3-hydroxyphenyl]methylene}adamantane). Run in C(C)(=O)OCC.CCCCCC (ethyl acetate hexane). Yields the product C(C)(=O)OC=1C=C(C=CC1)C(OCCN(C(=O)C=1SC2=C(N1)C=CC(=C2)O)C(C)=O)=C2C1CC3CC(CC2C3)C1 ({[3-Acetoxyphenyl][2-(N-acetyl-N-(6-hydroxybenzo thiazole-2-carbonyl)amino)ethoxy]methylene}adamantane). Reaction SMILES: [C:1]([N:4]([CH2:17][CH2:18][O:19][C:20](=[C:28]1[CH:35]2[CH2:36][CH:31]3[CH2:32][CH:33]([CH2:37][CH:29]1[CH2:30]3)[CH2:34]2)[C:21]1[CH:26]=[CH:25][CH:24]=[C:23]([OH:27])[CH:22]=1)[C:5]([C:7]1[S:8][C:9]2[CH:15]=[C:14]([OH:16])[CH:13]=[CH:12][C:10]=2[N:11]=1)=[O:6])(=[O:3])[CH3:2].[OH:38][C:39]1C=CC2N=C(C(NCCOC(=C3C4CC5CC(CC3C5)C4)C3C=CC=C(O)C=3)=O)SC=2[CH:40]=1>C(OCC)(=O)C.CCCCCC>[C:39]([O:27][C:23]1[CH:22]=[C:21]([C:20](=[C:28]2[CH:35]3[CH2:36][CH:31]4[CH2:32][CH:33]([CH2:37][CH:29]2[CH2:30]4)[CH2:34]3)[O:19][CH2:18][CH2:17][N:4]([C:1](=[O:3])[CH3:2])[C:5]([C:7]2[S:8][C:9]3[CH:15]=[C:14]([OH:16])[CH:13]=[CH:12][C:10]=3[N:11]=2)=[O:6])[CH:26]=[CH:25][CH:24]=1)(=[O:38])[CH3:40] |f:2.3|. Procedure details: The second product was obtained with 35% ethyl acetate/hexane and was found to be {[2-(N-acetyl-N-(6-hydroxybenzothiazole-2-carbonyl)amino)ethoxy][3-hydroxyphenyl]methylene}adamantane (3a): 1H NMR (CDCl3) δ1.80-1.96 (m, 12H), 2.18 (s, 3H), 2.67 (bs, 1H), 3.33 (bs, 1H), 3.65 (m, 4H), 6.74 (bs, 1H), 6.96-7.92 (m, 7H), 7.79 (bs, 1H).; 13C NMR (CDCl3) δ20.97, 28.22, 30.53, 32.35, 37.07, 39.01, 39.14, 39.97, 67.79, 107.09, 117.16, 120.75, 122.35, 125.13, 126.71, 129.10, 133.50, 136.72, 138.86, 140.98...